From a dataset of the Open Reaction Database (ORD), a public repository of structured organic reaction records. describe an organic reaction: reactants, conditions, products, and yield Solvent: FC(C(=O)OC(C(F)(F)F)=O)(F)F (trifluoroacetic anhydride). Conditions: time 0.5 hour. Reactants: CN1C(=C(C=C1C(=O)O)COC1=CC(=CC=C1)C)C(=O)O (1-methyl-3-[(m-methylphenoxy)methyl]pyrrole-2,5-dicarboxylic acid). RXN SMILES: [CH3:1][N:2]1[C:6]([C:7]([OH:9])=[O:8])=[CH:5][C:4]([CH2:10][O:11][C:12]2[CH:17]=[CH:16][CH:15]=[C:14]([CH3:18])[CH:13]=2)=[C:3]1[C:19]([OH:21])=O>FC(F)(F)C(OC(=O)C(F)(F)F)=O>[CH3:1][N:2]1[C:6]([C:7]([OH:9])=[O:8])=[CH:5][C:4]2[CH2:10][O:11][C:12]3[CH:13]=[C:14]([CH3:18])[CH:15]=[CH:16][C:17]=3[C:19](=[O:21])[C:3]1=2. Reported procedure: To a stirred ice-bath cooled portion of trifluoroacetic anhydride (30 ml) was added 1-methyl-3-[(m-methylphenoxy)methyl]pyrrole-2,5-dicarboxylic acid (1.0 g) all at once, the mixture stirred 0.5 hour, the ice-bath removed, and the reaction mixture stirred at room temperature. After ca. 3 hours, trifluoroacetic acid (35 ml) was added, and the mixture allowed to stir at ambient temperature. After three hours the reaction mixture was added to excess stirred ice-water, the aged mixture filtered, was... Yields the product CN1C2=C(C=C1C(=O)O)COC1=C(C2=O)C=CC(=C1)C (4,10-dihydro-1,7-dimethyl-10-oxo-1H[1]-benzoxepino[4,3-b]pyrrole-2-carboxylic acid).